From a dataset of the Open Reaction Database (ORD), a public repository of structured organic reaction records. describe an organic reaction: reactants, conditions, products, and yield RXN SMILES: [CH2:23]([O:24][P:25](=[O:26])([O:27][CH2:28][CH3:29])[CH2:31][C:32]#[N:33])[CH3:30].[CH2:68]1[O:69][CH2:70][CH2:71][CH2:72]1.[CH3:1][O:2][c:3]1[cH:4][c:5]([C:11](=[O:12])[c:13]2[cH:14][c:15]([O:21][CH3:22])[cH:16][c:17]([O:19][CH3:20])[cH:18]2)[cH:6][c:7]([O:9][CH3:10])[cH:8]1.[CH3:34][Si:35]([N-:36][Si:37]([CH3:38])([CH3:39])[CH3:40])([CH3:41])[CH3:42].[Li+:43].[O:44]1[c:45]2[cH:46][cH:47][c:48]([C:49]([c:50]3[cH:51][c:52]([O:53][CH3:54])[cH:55][c:56]([O:57][CH3:58])[cH:59]3)=[CH:60][C:61]#[N:62])[cH:63][c:64]2[O:65][CH2:66][CH2:67]1>>[CH3:1][O:2][c:3]1[cH:4][c:5]([C:11]([c:13]2[cH:14][c:15]([O:21][CH3:22])[cH:16][c:17]([O:19][CH3:20])[cH:18]2)=[CH:31][C:32]#[N:33])[cH:6][c:7]([O:9][CH3:10])[cH:8]1. Reactants: CCOP(=O)(CC#N)OCC, C1CCOC1, COc1cc(OC)cc(C(=O)c2cc(OC)cc(OC)c2)c1, C[Si](C)(C)[N-][Si](C)(C)C, [Li+], COc1cc(OC)cc(C(=CC#N)c2ccc3c(c2)OCCO3)c1. Product: COc1cc(OC)cc(C(=CC#N)c2cc(OC)cc(OC)c2)c1. The reactants are CC=1N=C(SC1C(=O)OCC)N1C(N(CC1)C1=CC=CC=C1)=O (ethyl 4-methyl-2-(2-oxo-3-phenylimidazolidin-1-yl)thiazole-5-carboxylate), C(C1=CC=CC=C1)[C@H]1NC(N(C1)C=1SC(=C(N1)C)C(=O)OCC)=O ((R)-ethyl 2-(4-benzyl-2-oxoimidazolidin-1-yl)-4-methylthiazole-5-carboxylate). Product: C(C1=CC=CC=C1)[C@H]1NC(N(C1)C=1S(C(=CN1)C(=O)O)C)=O ((R)-2-(4-benzyl-2-oxoimidazolidin-1-yl)-1-methylthiazole-5-carboxylic acid). Yield: 83.0%. Reaction SMILES: [CH3:1]C1N=C(N2CCN(C3C=CC=CC=3)C2=O)SC=1C(OCC)=O.[CH2:24]([C@@H:31]1[CH2:35][N:34]([C:36]2[S:37][C:38]([C:42]([O:44]CC)=[O:43])=[C:39](C)[N:40]=2)[C:33](=[O:47])[NH:32]1)[C:25]1[CH:30]=[CH:29][CH:28]=[CH:27][CH:26]=1>>[CH2:24]([C@@H:31]1[CH2:35][N:34]([C:36]2[SH:37]([CH3:1])[C:38]([C:42]([OH:44])=[O:43])=[CH:39][N:40]=2)[C:33](=[O:47])[NH:32]1)[C:25]1[CH:26]=[CH:27][CH:28]=[CH:29][CH:30]=1. Procedure: Following the procedure as described in Example 6, making variations as required to replace ethyl 4-methyl-2-(2-oxo-3-phenylimidazolidin-1-yl)thiazole-5-carboxylate with (R)-ethyl 2-(4-benzyl-2-oxoimidazolidin-1-yl)-4-methylthiazole-5-carboxylate, the title compound was obtained in 83% yield: MS (ES+) m/z 318.1 (M+1).